This data is from the Open Reaction Database (ORD), a public repository of structured organic reaction records. The task is: describe an organic reaction: reactants, conditions, products, and yield Reactants: c1ccc2c(c1)CNC2, CN(C)C=O, O=C(CCl)Nc1ccc2[nH]c(=O)c3ccccc3c2c1, [K+], [K+], [K+], O=P([O-])([O-])[O-]. The product is O=C(CN1Cc2ccccc2C1)Nc1ccc2[nH]c(=O)c3ccccc3c2c1. Reaction SMILES: [CH2:1]1[NH:2][CH2:3][c:4]2[cH:5][cH:6][cH:7][cH:8][c:9]21.[CH3:38][N:39]([CH3:40])[CH:41]=[O:42].[Cl:10][CH2:11][C:12](=[O:13])[NH:14][c:15]1[cH:16][c:17]2[c:18]3[cH:19][cH:20][cH:21][cH:22][c:23]3[c:24](=[O:29])[nH:25][c:26]2[cH:27][cH:28]1.[K+:35].[K+:36].[K+:37].[P:30]([O-:31])([O-:32])([O-:33])=[O:34]>>[CH2:1]1[N:2]([CH2:11][C:12](=[O:13])[NH:14][c:15]2[cH:16][c:17]3[c:18]4[cH:19][cH:20][cH:21][cH:22][c:23]4[c:24](=[O:29])[nH:25][c:26]3[cH:27][cH:28]2)[CH2:3][c:4]2[cH:5][cH:6][cH:7][cH:8][c:9]21. Reactants: CC(C)(C)c1cccc(C(C)(C)C)c1O, BrCc1ccccc1, CS(C)=O, Cl, [K+], [OH-], O, S=C=S. Product: CC(C)(C)c1cc(C(=S)SCc2ccccc2)cc(C(C)(C)C)c1O. Reaction SMILES: [C:1]([CH3:2])([CH3:3])([CH3:4])[c:5]1[c:6]([OH:15])[c:7]([C:11]([CH3:12])([CH3:13])[CH3:14])[cH:8][cH:9][cH:10]1.[CH2:22]([c:23]1[cH:24][cH:25][cH:26][cH:27][cH:28]1)[Br:29].[CH3:31][S:32]([CH3:33])=[O:34].[ClH:21].[K+:17].[OH-:16].[OH2:30].[S:18]=[C:19]=[S:20]>>[C:1]([CH3:2])([CH3:3])([CH3:4])[c:5]1[c:6]([OH:15])[c:7]([C:11]([CH3:12])([CH3:13])[CH3:14])[cH:8][c:9]([C:19](=[S:18])[S:20][CH2:22][c:23]2[cH:24][cH:25][cH:26][cH:27][cH:28]2)[cH:10]1. Reported procedure: A stirred suspension of Step 2 intermediate (1.0 g, 2.00 mmol) in dry DMSO (12 ml) was treated with NaH (89 mg, 2.240 mmol) and 2-(cyclopropylmethoxy)-3-methoxybenzaldehyde (462 mg, 2.240 mmol) according to the procedure described in Step 3, Intermediate 2 to yield a crude solid which was purified by column chromatography using 2% ethyl acetate in DCM to afford 600 mg of the desired compound as an off-white solid: 1H NMR (300 MHz, DMSO-d6) δ 0.32-0.35 (m, 2H), 0.54-0.58 (m, 2H), 1.15-1.21 (m, 1H... Run in CS(=O)C (DMSO). Yields the product C1(CC1)COC1=C(C=CC=C1OC)/C=C/C=1N=C2N(C(C1)=O)C(=C(S2)C)C (7-{(E)-2-[2-(Cyclopropylmethoxy)-3-methoxyphenyl]vinyl}-2,3-dimethyl-5H-[1,3]thiazolo[3,2-a]pyrimidin-5-one). Starting materials: [Cl-].CC1=C(N2C(=NC(=CC2=O)C[P+](C2=CC=CC=C2)(C2=CC=CC=C2)C2=CC=CC=C2)S1)C (2,3-Dimethyl-5-oxo-5H-[1,3]thiazolo[3,2-a]pyrimidin-7-ylmethyl(triphenyl)-phosphonium chloride), intermediate, [H-].[Na+] (NaH), C1(CC1)COC1=C(C=O)C=CC=C1OC (2-(cyclopropylmethoxy)-3-methoxybenzaldehyde), Intermediate 2. As a reaction SMILES: [Cl-].[CH3:2][C:3]1[S:32][C:6]2=[N:7][C:8]([CH2:12][P+](C3C=CC=CC=3)(C3C=CC=CC=3)C3C=CC=CC=3)=[CH:9][C:10](=[O:11])[N:5]2[C:4]=1[CH3:33].[H-].[Na+].[CH:36]1([CH2:39][O:40][C:41]2[C:48]([O:49][CH3:50])=[CH:47][CH:46]=[CH:45][C:42]=2[CH:43]=O)[CH2:38][CH2:37]1>CS(C)=O>[CH:36]1([CH2:39][O:40][C:41]2[C:48]([O:49][CH3:50])=[CH:47][CH:46]=[CH:45][C:42]=2/[CH:43]=[CH:12]/[C:8]2[N:7]=[C:6]3[S:32][C:3]([CH3:2])=[C:4]([CH3:33])[N:5]3[C:10](=[O:11])[CH:9]=2)[CH2:37][CH2:38]1 |f:0.1,2.3|. Starting materials: [Al+3], COC(=O)c1cc(OC)c2ccccc2c1OC, [Cl-], [H-], [H-], [H-], [H-], [Li+], [NH4+], C1CCOC1. Product: COc1cc(CO)c(OC)c2ccccc12. Reaction SMILES: [Al+3:20].[CH3:1][O:2][c:3]1[c:4]([C:15](=[O:16])[O:17][CH3:18])[cH:5][c:6]([O:13][CH3:14])[c:7]2[cH:8][cH:9][cH:10][cH:11][c:12]12.[Cl-:25].[H-:19].[H-:22].[H-:23].[H-:24].[Li+:21].[NH4+:26].[O:27]1[CH2:28][CH2:29][CH2:30][CH2:31]1>>[CH3:1][O:2][c:3]1[c:4]([CH2:15][OH:16])[cH:5][c:6]([O:13][CH3:14])[c:7]2[cH:8][cH:9][cH:10][cH:11][c:12]12. Reactants: P(=O)(Cl)(Cl)Cl (phosphorous oxychloride), C(C)OC(=O)C=1C(=NC(=NC1)CC)O (5-ethoxycarbonyl 4-hydroxy 2-ethyl pyrimidine). Run in C(C)N(CC)CC (triethylamine). Reaction conditions: temperature 0 celsius. The product is C(C)OC(=O)C=1C(=NC(=NC1)CC)Cl (5-ethoxycarbonyl 4-chloro 2-ethyl pyrimidine). As a reaction SMILES: P(Cl)(Cl)([Cl:3])=O.[CH2:6]([O:8][C:9]([C:11]1[C:12](O)=[N:13][C:14]([CH2:17][CH3:18])=[N:15][CH:16]=1)=[O:10])[CH3:7]>C(N(CC)CC)C>[CH2:6]([O:8][C:9]([C:11]1[C:12]([Cl:3])=[N:13][C:14]([CH2:17][CH3:18])=[N:15][CH:16]=1)=[O:10])[CH3:7]. Procedure details: 7.5 ml of triethylamine were slowly introduced into 300 ml of phosphorous oxychloride cooled to 0° C., then were added 30 g of 5-ethoxycarbonyl 4-hydroxy 2-ethyl pyrimidine (VII) prepared in the preceding stage and the suspension was brought up to 40° C. under nitrogen scavenging. After dissolution, the phosphorous oxychloride was evaporated and the residue diluted in a mixture of water and chloroform. This was decanted, the chloroform phase was twice washed with water, dried on sodium sulfate a... The reactants are COC(=O)C(C)Br, c1ccc(COc2ccc3[nH]ccc3c2)cc1, [H-], [Na+], CN(C)C=O. The product is COC(=O)C(C)n1ccc2cc(OCc3ccccc3)ccc21. As a reaction SMILES: [Br:20][CH:21]([C:22](=[O:23])[O:24][CH3:25])[CH3:26].[CH2:1]([c:2]1[cH:3][cH:4][cH:5][cH:6][cH:7]1)[O:8][c:9]1[cH:10][c:11]2[cH:12][cH:13][nH:14][c:15]2[cH:16][cH:17]1.[H-:18].[Na+:19].[O:27]=[CH:28][N:29]([CH3:30])[CH3:31]>>[CH2:1]([c:2]1[cH:3][cH:4][cH:5][cH:6][cH:7]1)[O:8][c:9]1[cH:10][c:11]2[cH:12][cH:13][n:14]([CH:21]([C:22](=[O:23])[O:24][CH3:25])[CH3:26])[c:15]2[cH:16][cH:17]1. Starting materials: NC1=C(C=C(C=C1)Cl)C(CCl)=O (2'-amino-2,5'-di-chloroacetophenone), [Na+].[I-] (NaI). Solvent: CC#N (CH3CN). Run at time 2.5 hour. Product: NC1=C(C=C(C=C1)Cl)C(CI)=O (2'-amino-5'-chloro-2-iodoacetophenone). Yield: 99.2%. Reaction SMILES: [NH2:1][C:2]1[CH:7]=[CH:6][C:5]([Cl:8])=[CH:4][C:3]=1[C:9](=[O:12])[CH2:10]Cl.[Na+].[I-:14]>CC#N>[NH2:1][C:2]1[CH:7]=[CH:6][C:5]([Cl:8])=[CH:4][C:3]=1[C:9](=[O:12])[CH2:10][I:14] |f:1.2|. Procedure details: To a solution of 11.208 g (54.93 mM) of 2'-amino-2,5'-di-chloroacetophenone in 281 ml of CH3CN is added 24.7 g (165 mM) of NaI, and the mixture is stirred at room temperature for 2.5 hr. and concentrated under reduced pressure. The residue is dissolved in ethyl acetate, washed with aqueous Na2S2O3, and brine in order, dried and concentrated to give 16.1 g (Yield: 99.2%) of 2'-amino-5'-chloro-2-iodoacetophenone as crystals. Yields the product OC1=C2C(=NC=C1)NN=C2 (4-Hydroxy-1H-pyrazolo[3,4-b]pyridine), 19a. Reaction SMILES: [OH:1][C:2]1[C:7](C(O)=O)=[CH:6][N:5]=[C:4]2[NH:11][N:12]=[CH:13][C:3]=12>C(O)C>[OH:1][C:2]1[CH:7]=[CH:6][N:5]=[C:4]2[NH:11][N:12]=[CH:13][C:3]=12. The reactants are intermediates 19, OC1=C2C(=NC=C1C(=O)O)NN=C2 (4-Hydroxy-1H-pyrazolo[3,4-b]pyridine-5-carboxylic acid). The solvent is C(C)O (ethanol). Reported procedure: An alternative synthesis of intermediates 19 has been described by Misra et al. (Bioorg. Med. Chem. Lett, Vol. 13(14), 2003, p. 2405). Suitably protected 4-Hydroxy-1H-pyrazolo[3,4-b]pyridine-5-carboxylic acid (22, Y═OH, Z═OH) can be decarboxylated at temperatures above 200° C. Bromination of the resulting 4-Hydroxy-1H-pyrazolo[3,4-b]pyridine using elemental bromine in ethanol affords 19a (X═OH). Chlorination using phosphorus oxychloride affords 5-bromo-4-chloro-1H-pyrazolo[3,4-b]pyridine 19b (X═... Reactants: ClCc1ccc(Br)cc1, CN(C)CCC1CCc2cc(O)ccc2C1, Cc1ccccc1, [H-], [Na+], O. The product is CN(C)CCC1CCc2cc(OCc3ccc(Br)cc3)ccc2C1, Cl. Reaction SMILES: [Br:19][c:20]1[cH:21][cH:22][c:23]([CH2:24][Cl:25])[cH:26][cH:27]1.[CH3:1][N:2]([CH3:3])[CH2:4][CH2:5][CH:6]1[CH2:7][c:8]2[cH:9][cH:10][c:11]([OH:16])[cH:12][c:13]2[CH2:14][CH2:15]1.[CH3:28][c:29]1[cH:30][cH:31][cH:32][cH:33][cH:34]1.[H-:17].[Na+:18].[OH2:35]>>[CH3:1][N:2]([CH3:3])[CH2:4][CH2:5][CH:6]1[CH2:7][c:8]2[cH:9][cH:10][c:11]([O:16][CH2:24][c:23]3[cH:22][cH:21][c:20]([Br:19])[cH:27][cH:26]3)[cH:12][c:13]2[CH2:14][CH2:15]1.[ClH:25].